Dataset: the Open Reaction Database (ORD), a public repository of structured organic reaction records. Task: describe an organic reaction: reactants, conditions, products, and yield Reactants: [OH-].[Na+] (sodium hydroxide), C(C1=CC=CC=C1)OC=1C(=NC(=CC1OC)OC)C(=O)OC (Methyl 3-benzyloxy-4,6-dimethoxypicolinate), Cl (hydrochloric acid). Run in CO (methanol). Conditions: time 4 hour. Yields the product C(C1=CC=CC=C1)OC=1C(=NC(=CC1OC)OC)C(=O)O (3-Benzyloxy-4,6-dimethoxypicolinic acid). As a reaction SMILES: [CH2:1]([O:8][C:9]1[C:10]([C:19]([O:21]C)=[O:20])=[N:11][C:12]([O:17][CH3:18])=[CH:13][C:14]=1[O:15][CH3:16])[C:2]1[CH:7]=[CH:6][CH:5]=[CH:4][CH:3]=1.[OH-].[Na+].Cl>CO>[CH2:1]([O:8][C:9]1[C:10]([C:19]([OH:21])=[O:20])=[N:11][C:12]([O:17][CH3:18])=[CH:13][C:14]=1[O:15][CH3:16])[C:2]1[CH:7]=[CH:6][CH:5]=[CH:4][CH:3]=1 |f:1.2|. Procedure: Methyl 3-benzyloxy-4,6-dimethoxypicolinate (33 mg) was dissolved in 2 ml of methanol. A 1 N aqueous sodium hydroxide solution (0.54 ml) was added to the solution, and a reaction was allowed to proceed at room temperature for 4 hr. The reaction solution was neutralized with 1 N hydrochloric acid, and was then concentrated under the reduced pressure to give the title compound. Procedure details: To a solution of 2-amino-6-methoxybenzamide (1.7 g) in methylene chloride (20 ml) is added pyridine (1.6 ml), and thereto is added dropwise acetoxyacetyl chloride (1.1 ml) which is cooled in an ice bath. The mixture is stirred at room temperature for 2 hours, and thereafter, the solvent is distilled off under reduced pressure. The resulting crude crystals are washed with water and then are recrystallized from ethanol to give the title compound (2.1 g) having the following physical properties. The product is C(C)(=O)OCC(=O)NC1=C(C(=O)N)C(=CC=C1)OC (2-(acetoxyacetylamino)-6-methoxybenzamide). Conditions: time 2 hour. Solvent: C(Cl)Cl (methylene chloride). As a reaction SMILES: [NH2:1][C:2]1[CH:10]=[CH:9][CH:8]=[C:7]([O:11][CH3:12])[C:3]=1[C:4]([NH2:6])=[O:5].N1C=CC=CC=1.[C:19]([O:22][CH2:23][C:24](Cl)=[O:25])(=[O:21])[CH3:20]>C(Cl)Cl>[C:19]([O:22][CH2:23][C:24]([NH:1][C:2]1[CH:10]=[CH:9][CH:8]=[C:7]([O:11][CH3:12])[C:3]=1[C:4]([NH2:6])=[O:5])=[O:25])(=[O:21])[CH3:20]. The reactants are NC1=C(C(=O)N)C(=CC=C1)OC (2-amino-6-methoxybenzamide), N1=CC=CC=C1 (pyridine), C(C)(=O)OCC(=O)Cl (acetoxyacetyl chloride). Reactants: [Al+3], [Cl-], [Cl-], [Cl-], ClC(Cl)C(Cl)Cl, O=C(Cc1ccccc1)N=C=S. Yields the product O=C1Cc2ccccc2C(=S)N1. As a reaction SMILES: [Al+3:2].[Cl-:1].[Cl-:3].[Cl-:4].[Cl:17][CH:18]([CH:19]([Cl:20])[Cl:21])[Cl:22].[c:5]1([CH2:11][C:12](=[O:13])[N:14]=[C:15]=[S:16])[cH:6][cH:7][cH:8][cH:9][cH:10]1>>[c:5]12[cH:6][cH:7][cH:8][cH:9][c:10]1[C:15](=[S:16])[NH:14][C:12](=[O:13])[CH2:11]2.